This data is from the Open Reaction Database (ORD), a public repository of structured organic reaction records. The task is: describe an organic reaction: reactants, conditions, products, and yield Starting materials: CCOC(=O)c1ccc(C2=CC(c3cc(Cl)cc(Cl)c3)(C(F)(F)F)ON2C)cc1C, C1CCOC1, CO, [K+], [OH-], O. Yields the product Cc1cc(C2=CC(c3cc(Cl)cc(Cl)c3)(C(F)(F)F)ON2C)ccc1C(=O)O. RXN SMILES: [CH2:1]([CH3:2])[O:3][C:4]([c:5]1[c:6]([CH3:29])[cH:7][c:8]([C:11]2=[CH:15][C:14]([C:16]([F:17])([F:18])[F:19])([c:20]3[cH:21][c:22]([Cl:27])[cH:23][c:24]([Cl:26])[cH:25]3)[O:13][N:12]2[CH3:28])[cH:9][cH:10]1)=[O:30].[CH2:31]1[O:32][CH2:33][CH2:34][CH2:35]1.[CH3:39][OH:40].[K+:38].[OH-:37].[OH2:36]>>[O:3]=[C:4]([c:5]1[c:6]([CH3:29])[cH:7][c:8]([C:11]2=[CH:15][C:14]([C:16]([F:17])([F:18])[F:19])([c:20]3[cH:21][c:22]([Cl:27])[cH:23][c:24]([Cl:26])[cH:25]3)[O:13][N:12]2[CH3:28])[cH:9][cH:10]1)[OH:30]. The reactants are O (water), BrBr (bromine), NC1=NC=CN=C1C (2-amino-3-methylpyrazine), N1=CC=CC=C1 (pyridine). Solvent: C(Cl)(Cl)Cl (chloroform), C(Cl)(Cl)Cl (chloroform). Reaction conditions: time 1 hour. Product: NC1=NC=C(N=C1C)Br (2-amino-5-bromo-3-methylpyrazine). Yield: 28.0%. As a reaction SMILES: [Br:1]Br.[NH2:3][C:4]1[C:9]([CH3:10])=[N:8][CH:7]=[CH:6][N:5]=1.N1C=CC=CC=1.O>C(Cl)(Cl)Cl>[NH2:3][C:4]1[C:9]([CH3:10])=[N:8][C:7]([Br:1])=[CH:6][N:5]=1. Procedure: A solution of bromine (0.26 ml) in chloroform (40 ml) was added dropwise to a stirred solution of 2-amino-3-methylpyrazine (0.453 g) and pyridine (0.4 ml) in chloroform (100 ml) with shielding from sunlight, over a period of 1 hour. The reaction mixture was stirred for a further 30 minutes and then water (25 ml) was added. The organic layer was separated, dried (MgSO4) and evaporated to afford a brown oil. The oil was purified by chromatography on silica gel, eluting with dichloromethane, to giv... Starting materials: O=C(O)c1cccc(CSCCc2ccccc2)c1, ClCCCl, CCOC(C)=O, Cl, NCCc1ccc(F)cc1, CN(C)C=O, On1nnc2ccccc21. Yields the product O=C(NCCc1ccc(F)cc1)c1cccc(CSCCc2ccccc2)c1. Reaction SMILES: [CH2:1]([CH2:2][c:3]1[cH:4][cH:5][cH:6][cH:7][cH:8]1)[S:9][CH2:10][c:11]1[cH:12][c:13]([C:14](=[O:15])[OH:16])[cH:17][cH:18][cH:19]1.[CH2:20]([Cl:21])[CH2:22][Cl:23].[CH3:49][CH2:50][O:51][C:52](=[O:53])[CH3:54].[ClH:55].[F:34][c:35]1[cH:36][cH:37][c:38]([CH2:39][CH2:40][NH2:41])[cH:42][cH:43]1.[O:44]=[CH:45][N:46]([CH3:47])[CH3:48].[OH:24][n:25]1[c:26]2[c:27]([cH:28][cH:29][cH:30][cH:31]2)[n:32][n:33]1>>[CH2:1]([CH2:2][c:3]1[cH:4][cH:5][cH:6][cH:7][cH:8]1)[S:9][CH2:10][c:11]1[cH:12][c:13]([C:14](=[O:16])[NH:41][CH2:40][CH2:39][c:38]2[cH:37][cH:36][c:35]([F:34])[cH:43][cH:42]2)[cH:17][cH:18][cH:19]1. The reactants are [BH4-], Cl, [Na+], N#CCC(=O)CCc1cccc(-c2ccccc2)c1, C1CCOC1. Product: N#CCC(O)CCc1cccc(-c2ccccc2)c1. Reaction SMILES: [BH4-:20].[ClH:22].[Na+:21].[O:1]=[C:2]([CH2:3][C:4]#[N:5])[CH2:6][CH2:7][c:8]1[cH:9][c:10](-[c:14]2[cH:15][cH:16][cH:17][cH:18][cH:19]2)[cH:11][cH:12][cH:13]1.[O:23]1[CH2:24][CH2:25][CH2:26][CH2:27]1>>[OH:1][CH:2]([CH2:3][C:4]#[N:5])[CH2:6][CH2:7][c:8]1[cH:9][c:10](-[c:14]2[cH:15][cH:16][cH:17][cH:18][cH:19]2)[cH:11][cH:12][cH:13]1. Reactants: aliphatic or aromatic amine, N (ammonia), C(CCC)OC (methyl n-butyl ether), C(C)(C)OC(C)C (diisopropyl ether), ( I ), 3-substituted phthalide, C1(=O)OCC2=CC=CC=C12 (phthalide). The solvent is O1CCCC1 (tetrahydrofuran), C(C)OCC (diethyl ether). The product is C1CC2=C(C=C1)C(=O)NC2=O (phthalimidine), ( II ). Reaction SMILES: [NH3:1].[C:2]1([C:11]2[C:6](=[CH:7][CH:8]=[CH:9][CH:10]=2)[CH2:5][O:4]1)=[O:3].C(OC(C)C)(C)C.C(OC)CCC>C(OCC)C.O1CCCC1>[CH2:8]1[CH:9]=[CH:10][C:11]2[C:2]([NH:1][C:5](=[O:4])[C:6]=2[CH2:7]1)=[O:3]. Procedure: The 3-substituted phthalimidines of formula (I) wherein Z is OH can be prepared by reacting, under nondehydrating conditions, equivalent amounts of a 3-substituted phthalide of the formula ##STR3## wherein R, X, Y, a and b have the same meanings as above, and ammonia, or a primary aliphatic or aromatic amine. The reaction is preferably carried out in the presence of an inert organic solvent for the phthalide such as tetrahydrofuran, diethyl ether, diisopropyl ether, methyl n-butyl ether and the ... Reactants: FC(CC(=O)O)(F)F (3,3,3-trifluoropropionic acid), C=1C=CC2=C(C1)N=NN2O (HOBt), CCOP(N(C(C)C)C(C)C)O (EDIPA), N(N)C=1N=NC(=CC1)C1=CC=C(C=C1)OC1=CC=CC=C1 (3-hydrazinyl-6-(4-phenoxyphenyl)pyridazine). The solvent is CO (methanol), C(Cl)Cl (DCM), CCN=C=NCCCN(C)C.Cl (EDCI HCl), C(Cl)Cl (DCM), C(=O)(O)[O-].[Na+] (NaHCO3), CCN=C=NCCCN(C)C.Cl (EDCI HCl), C1(CCCCC1)N=C=NC1CCCCC1 (1,3-dicyclohexylcarbodiimide), C(Cl)Cl (DCM). Reaction conditions: time 0.5 hour. Yields the product FC(CC(=O)NNC=1N=NC(=CC1)C1=CC=C(C=C1)OC1=CC=CC=C1)(F)F (3,3,3-trifluoro-N′-(6-(4-phenoxyphenyl)pyridazin-3-yl)propanehydrazide). Reaction SMILES: [F:1][C:2]([F:8])([F:7])[CH2:3][C:4](O)=[O:5].C1C=CC2N(O)N=NC=2C=1.[NH:19]([C:21]1[N:22]=[N:23][C:24]([C:27]2[CH:32]=[CH:31][C:30]([O:33][C:34]3[CH:39]=[CH:38][CH:37]=[CH:36][CH:35]=3)=[CH:29][CH:28]=2)=[CH:25][CH:26]=1)[NH2:20].CCOP(O)N(C(C)C)C(C)C>C(Cl)Cl.C1(N=C=NC2CCCCC2)CCCCC1.CCN=C=NCCCN(C)C.Cl.CO.C([O-])(O)=O.[Na+]>[F:1][C:2]([F:8])([F:7])[CH2:3][C:4]([NH:20][NH:19][C:21]1[N:22]=[N:23][C:24]([C:27]2[CH:32]=[CH:31][C:30]([O:33][C:34]3[CH:39]=[CH:38][CH:37]=[CH:36][CH:35]=3)=[CH:29][CH:28]=2)=[CH:25][CH:26]=1)=[O:5] |f:6.7,9.10|. Procedure details: To a solution of 3,3,3-trifluoropropionic acid (2.07 mmole) in DCM (10 mL), was added EDCI HCl (3.02 mmole) and HOBt (2.07 mmole). The solution was stirred at RT for 0.5 hour followed by addition of 3-hydrazinyl-6-(4-phenoxyphenyl)pyridazine A, prepared as disclosed in Example 3, (2.07 mmole) in 30 mL of DCM and EDIPA ((7.24 mmole). The coupling reaction will also work with 1,3-dicyclohexylcarbodiimide and DCM as a solvent or EDCI HCl and methanol as a solvent. The resulting reaction mixture was... The reactants are Cn1nnnc1-c1cccc(NC(=O)NC2CCN(C(=O)OC(C)(C)C)CC2CN2CCCC(Cc3ccc(F)cc3)C2)c1, ClCCl, O=C(O)C(F)(F)F. Product: Cn1nnnc1-c1cccc(NC(=O)NC2CCNCC2CN2CCCC(Cc3ccc(F)cc3)C2)c1. Reaction SMILES: [C:1]([O:2][C:3](=[O:4])[N:8]1[CH2:9][CH:10]([CH2:30][N:31]2[CH2:32][CH:33]([CH2:37][c:38]3[cH:39][cH:40][c:41]([F:44])[cH:42][cH:43]3)[CH2:34][CH2:35][CH2:36]2)[CH:11]([NH:14][C:15](=[O:16])[NH:17][c:18]2[cH:19][c:20](-[c:24]3[n:25][n:26][n:27][n:28]3[CH3:29])[cH:21][cH:22][cH:23]2)[CH2:12][CH2:13]1)([CH3:5])([CH3:6])[CH3:7].[Cl:52][CH2:53][Cl:54].[OH:45][C:46]([C:47]([F:48])([F:49])[F:50])=[O:51]>>[NH:8]1[CH2:9][CH:10]([CH2:30][N:31]2[CH2:32][CH:33]([CH2:37][c:38]3[cH:39][cH:40][c:41]([F:44])[cH:42][cH:43]3)[CH2:34][CH2:35][CH2:36]2)[CH:11]([NH:14][C:15](=[O:16])[NH:17][c:18]2[cH:19][c:20](-[c:24]3[n:25][n:26][n:27][n:28]3[CH3:29])[cH:21][cH:22][cH:23]2)[CH2:12][CH2:13]1.